From a dataset of the Open Reaction Database (ORD), a public repository of structured organic reaction records. describe an organic reaction: reactants, conditions, products, and yield The reactants are BrCc1ccccc1, CCN1c2ncc(O)cc2C(=O)N(C)c2ccc(Cl)nc21, [H-], [Na+], C1CCOC1. Product: CCN1c2ncc(OCc3ccccc3)cc2C(=O)N(C)c2ccc(Cl)nc21. Reaction SMILES: [Br:24][CH2:25][c:26]1[cH:27][cH:28][cH:29][cH:30][cH:31]1.[Cl:1][c:2]1[cH:3][cH:4][c:5]2[c:11]([n:12]1)[N:10]([CH2:13][CH3:14])[c:9]1[c:8]([cH:18][c:17]([OH:19])[cH:16][n:15]1)[C:7](=[O:20])[N:6]2[CH3:21].[H-:22].[Na+:23].[O:32]1[CH2:33][CH2:34][CH2:35][CH2:36]1>>[Cl:1][c:2]1[cH:3][cH:4][c:5]2[c:11]([n:12]1)[N:10]([CH2:13][CH3:14])[c:9]1[c:8]([cH:18][c:17]([O:19][CH2:25][c:26]3[cH:27][cH:28][cH:29][cH:30][cH:31]3)[cH:16][n:15]1)[C:7](=[O:20])[N:6]2[CH3:21]. Starting materials: C(#N)CCCCC1=C(NC2=CC=CC=C12)C=1C=NC=CC1 (3-(4-Cyanobutyl)-2-(3-pyridyl)-indole), [OH-].[Na+] (NaOH), C(CO)O (ethylene glycol). Solvent: O (water). Yields the product C(=O)(O)CCCCC1=C(NC2=CC=CC=C12)C=1C=NC=CC1 (3-(4-carboxybutyl)-2-(3-pyridyl)indole). Reaction SMILES: C(C[CH2:4][CH2:5][CH2:6][C:7]1[C:15]2[C:10](=[CH:11][CH:12]=[CH:13][CH:14]=2)[NH:9][C:8]=1[C:16]1[CH:17]=[N:18][CH:19]=[CH:20][CH:21]=1)#N.[OH-:22].[Na+].[CH2:24]([OH:27])[CH2:25]O>O>[C:24]([CH2:25][CH2:4][CH2:5][CH2:6][C:7]1[C:15]2[C:10](=[CH:11][CH:12]=[CH:13][CH:14]=2)[NH:9][C:8]=1[C:16]1[CH:17]=[N:18][CH:19]=[CH:20][CH:21]=1)([OH:27])=[O:22] |f:1.2|. Procedure details: 3-(4-Cyanobutyl)-2-(3-pyridyl)-indole (540 mg) is heated at 185° for 0.5 hour with 450 mg of powdered NaOH and 5 ml of ethylene glycol; the reaction solution is diluted with 50 ml water, washed with ether, and adjusted to pH 6 with 2N HCl, to give 3-(4-carboxybutyl)-2-(3-pyridyl)indole. As a reaction SMILES: [OH-].[Na+].C[O:4][C:5](=[O:41])[CH2:6][C:7]1[CH:12]=[CH:11][C:10]([C:13]2[CH:18]=[CH:17][C:16]([C:19]([CH2:38][CH3:39])([C:22]3[CH:27]=[CH:26][C:25](/[CH:28]=[CH:29]/[C:30]4([OH:36])[CH2:35][CH2:34][S:33][CH2:32][CH2:31]4)=[C:24]([CH3:37])[CH:23]=3)[CH2:20][CH3:21])=[CH:15][C:14]=2[CH3:40])=[CH:9][CH:8]=1>CO.O1CCCC1>[CH2:20]([C:19]([C:16]1[CH:17]=[CH:18][C:13]([C:10]2[CH:11]=[CH:12][C:7]([CH2:6][C:5]([OH:41])=[O:4])=[CH:8][CH:9]=2)=[C:14]([CH3:40])[CH:15]=1)([C:22]1[CH:27]=[CH:26][C:25](/[CH:28]=[CH:29]/[C:30]2([OH:36])[CH2:31][CH2:32][S:33][CH2:34][CH2:35]2)=[C:24]([CH3:37])[CH:23]=1)[CH2:38][CH3:39])[CH3:21] |f:0.1,3.4|. Reaction conditions: time 14 hour. Reported procedure: A 1 N sodium hydroxide aqueous solution (0.11 mL, 0.11 mmol) was added to a solution of [4′-(1-ethyl-1-{4-[(E)-2-(4-hydroxy-tetrahydro-thiopyran-4-yl)-vinyl]-3-methyl-phenyl}-propyl)-2′-methyl-biphenyl-4-yl]-acetic acid methyl ester (Example 138-(4); 20 mg, 0.037 mmol) in methanol-tetrahydrofuran (1:1, 2 mL), and the mixture was stirred at room temperature for 14 hours. The reaction mixture was concentrated under reduced pressure. The resulting residue was purified by silica gel chromatography (... The yield is 76.7%. Product: C(C)C(CC)(C1=CC(=C(C=C1)\C=C\C1(CCSCC1)O)C)C1=CC(=C(C=C1)C1=CC=C(C=C1)CC(=O)O)C ([4′-(1-ethyl-1-{4-[(E)-2-(4-hydroxy-tetrahydro-thiopyran-4-yl)-vinyl]-3-methyl-phenyl}-propyl)-2′-methyl-biphenyl-4-yl]-acetic Acid). Starting materials: [OH-].[Na+] (sodium hydroxide), COC(CC1=CC=C(C=C1)C1=C(C=C(C=C1)C(CC)(C1=CC(=C(C=C1)\C=C\C1(CCSCC1)O)C)CC)C)=O ([4′-(1-ethyl-1-{4-[(E)-2-(4-hydroxy-tetrahydro-thiopyran-4-yl)-vinyl]-3-methyl-phenyl}-propyl)-2′-methyl-biphenyl-4-yl]-acetic acid methyl ester). Run in CO.O1CCCC1 (methanol tetrahydrofuran). The reactants are CC(C)(C)OC(=O)N1CCN(Cc2ccccc2)CC1CCO, CI. The product is COCCC1CN(Cc2ccccc2)CCN1C(=O)OC(C)(C)C. As a reaction SMILES: [CH2:1]([c:2]1[cH:3][cH:4][cH:5][cH:6][cH:7]1)[N:8]1[CH2:9][CH:10]([CH2:21][CH2:22][OH:23])[N:11]([C:14](=[O:15])[O:16][C:17]([CH3:18])([CH3:19])[CH3:20])[CH2:12][CH2:13]1.[CH3:24][I:25]>>[CH2:1]([c:2]1[cH:3][cH:4][cH:5][cH:6][cH:7]1)[N:8]1[CH2:9][CH:10]([CH2:21][CH2:22][O:23][CH3:24])[N:11]([C:14](=[O:15])[O:16][C:17]([CH3:18])([CH3:19])[CH3:20])[CH2:12][CH2:13]1. Starting materials: COC(=O)COc1c(C(=O)OC)sc(-c2cccc(N(C(=O)C(F)(F)F)C3CCN(S(=O)(=O)Cc4ccccc4N)CC3)c2)c1Br, CC(=O)OC(C)=O, ClCCl, c1ccncc1. RXN SMILES: [CH3:1][O:2][C:3](=[O:4])[c:5]1[s:6][c:7](-[c:17]2[cH:18][c:19]([N:23]([C:24]([C:25]([F:26])([F:27])[F:28])=[O:29])[CH:30]3[CH2:31][CH2:32][N:33]([S:36](=[O:37])(=[O:38])[CH2:39][c:40]4[c:41]([NH2:46])[cH:42][cH:43][cH:44][cH:45]4)[CH2:34][CH2:35]3)[cH:20][cH:21][cH:22]2)[c:8]([Br:16])[c:9]1[O:10][CH2:11][C:12](=[O:13])[O:14][CH3:15].[CH3:53][C:54](=[O:55])[O:56][C:57](=[O:58])[CH3:59].[Cl:60][CH2:61][Cl:62].[cH:47]1[cH:48][cH:49][n:50][cH:51][cH:52]1>>[CH3:1][O:2][C:3](=[O:4])[c:5]1[s:6][c:7](-[c:17]2[cH:18][c:19]([N:23]([C:24]([C:25]([F:26])([F:27])[F:28])=[O:29])[CH:30]3[CH2:31][CH2:32][N:33]([S:36](=[O:37])(=[O:38])[CH2:39][c:40]4[c:41]([NH:46][C:54]([CH3:53])=[O:55])[cH:42][cH:43][cH:44][cH:45]4)[CH2:34][CH2:35]3)[cH:20][cH:21][cH:22]2)[c:8]([Br:16])[c:9]1[O:10][CH2:11][C:12](=[O:13])[O:14][CH3:15]. Yields the product COC(=O)COc1c(C(=O)OC)sc(-c2cccc(N(C(=O)C(F)(F)F)C3CCN(S(=O)(=O)Cc4ccccc4NC(C)=O)CC3)c2)c1Br. Starting materials: BrC(Br)(Br)Br, CSc1ncc(CO)cn1, c1ccc(P(c2ccccc2)c2ccccc2)cc1, c1ccccc1. Yields the product CSc1ncc(CBr)cn1. RXN SMILES: [C:30]([Br:31])([Br:32])([Br:33])[Br:34].[OH:1][CH2:2][c:3]1[cH:4][n:5][c:6]([S:9][CH3:10])[n:7][cH:8]1.[c:11]1([P:12]([c:13]2[cH:14][cH:15][cH:16][cH:17][cH:18]2)[c:19]2[cH:20][cH:21][cH:22][cH:23][cH:24]2)[cH:25][cH:26][cH:27][cH:28][cH:29]1.[cH:35]1[cH:36][cH:37][cH:38][cH:39][cH:40]1>>[CH2:2]([c:3]1[cH:4][n:5][c:6]([S:9][CH3:10])[n:7][cH:8]1)[Br:31].